Dataset: the Open Reaction Database (ORD), a public repository of structured organic reaction records. Task: describe an organic reaction: reactants, conditions, products, and yield Reactants: Cl.O1C=CC2=C1CNCC2 (4,5,6,7-tetrahydrofuro[2,3-c]pyridine hydrochloride), C(OC1=CC=CC=C1)(OCCCCC1=CC=CC=C1)=O (phenyl 4-phenylbutyl carbonate), [OH-].[Na+] (sodium hydroxide). Solvent: N1=CC=CC=C1 (pyridine). The product is C1(=CC=CC=C1)CCCCOC(=O)N1CC2=C(CC1)C=CO2 (6-(4-phenylbutoxycarbonyl)-4,5,6,7-tetrahydrofuro[2,3-c]pyridine), C1(=CC=CC=C1)O (phenol). RXN SMILES: Cl.[O:2]1[C:6]2[CH2:7][NH:8][CH2:9][CH2:10][C:5]=2[CH:4]=[CH:3]1.[C:11](=O)([O:19][CH2:20][CH2:21][CH2:22][CH2:23][C:24]1[CH:29]=[CH:28][CH:27]=[CH:26][CH:25]=1)[O:12][C:13]1[CH:18]=[CH:17][CH:16]=[CH:15][CH:14]=1.[OH-].[Na+]>N1C=CC=CC=1>[C:24]1([CH2:23][CH2:22][CH2:21][CH2:20][O:19][C:11]([N:8]2[CH2:9][CH2:10][C:5]3[CH:4]=[CH:3][O:2][C:6]=3[CH2:7]2)=[O:12])[CH:29]=[CH:28][CH:27]=[CH:26][CH:25]=1.[C:13]1([OH:12])[CH:18]=[CH:17][CH:16]=[CH:15][CH:14]=1 |f:0.1,3.4|. Procedure details: A solution of 0.226 g (1.416 mmol) of 4,5,6,7-tetrahydrofuro[2,3-c]pyridine hydrochloride and 0.57 g (2.1 mmol) of phenyl 4-phenylbutyl carbonate in 10 ml of pyridine was stirred at 100° C. overnight. The reaction mixture was poured into aqueous sodium hydroxide and extracted with ethyl acetate 3 times. The combined organic layer was dried over anhydrous magnesium sulfate; the solvent was distilled off under reduced pressure. The resulting crude product was purified by silica gel column chromato... The reactants are ice, N(=O)[O-].[Na+] (sodium nitrite), NS(=O)(=O)O (sulfaminic acid), Cl (hydrochloric acid), Cl (hydrochloric acid), C([O-])([O-])=O.[Na+].[Na+] (sodium carbonate), COS(=O)(=O)[O-].NC1=C(OCC[N+]2(CCOCC2)C)C=CC=C1 (4-[2-(2-aminophenoxy)ethyl]-4-methylmorpholin-4-ium methylsulfate), N(=O)[O-].[Na+] (sodium nitrite), C1=C(C=CC2=CC=CC=C12)O (2-naphthol). The solvent is O (water), O (water), C(C)(C)O (isopropanol). Reaction conditions: time 30 minute. Yields the product [Cl-].OC1=C(C2=CC=CC=C2C=C1)N=NC1=C(OCC[N+]2(CCOCC2)C)C=CC=C1 (4-(2-{2-[(2-hydroxy-1-naphthyl)diazenyl]phenoxy}ethyl)-4-methylmorpholin-4-ium chloride). Reaction SMILES: COS([O-])(=O)=O.[NH2:7][C:8]1[CH:23]=[CH:22][CH:21]=[CH:20][C:9]=1[O:10][CH2:11][CH2:12][N+:13]1([CH3:19])[CH2:18][CH2:17][O:16][CH2:15][CH2:14]1.N([O-])=O.[Na+].[NH2:28]S(O)(=O)=O.[CH:33]1[C:42]2[C:37](=[CH:38][CH:39]=[CH:40][CH:41]=2)[CH:36]=[CH:35][C:34]=1[OH:43].C(=O)([O-])[O-].[Na+].[Na+].[ClH:50]>O.C(O)(C)C>[Cl-:50].[OH:43][C:34]1[CH:35]=[CH:36][C:37]2[C:42](=[CH:41][CH:40]=[CH:39][CH:38]=2)[C:33]=1[N:28]=[N:7][C:8]1[CH:23]=[CH:22][CH:21]=[CH:20][C:9]=1[O:10][CH2:11][CH2:12][N+:13]1([CH3:19])[CH2:14][CH2:15][O:16][CH2:17][CH2:18]1 |f:0.1,2.3,6.7.8,12.13|. Procedure: 1.5 g (4.3 mmol) of the compound from Step 5.3 was dissolved in 30 mL of water and 1.3 g of 32% hydrochloric acid solution. At 0 to 5° C., 0.31 g (4.5 mmol) of sodium nitrite in 3 mL of water was added dropwise without allowing the temperature to exceed 5° C. After one hour of additional agitation in the ice bath, excess sodium nitrite was decomposed with sulfaminic acid, and the mixture was poured with agitation into a solution of 0.65 g (4.3 mmol) of 2-naphthol in 8 mL of isopropanol. To this ... The reactants are C(C#CCCCC\C=C/CCCCC)O ((Z)-8-tetradecen-2-yn-1-ol), N1=CC=CC=C1 (pyridine), P(Br)(Br)Br (phosphorus tribromide). Solvent: CCOCC (ether). Product: BrCC#CCCCC\C=C/CCCCC ((Z)-1-bromo-8-tetradecen-2-yne). Isolated yield 219.3%. RXN SMILES: [CH2:1](O)[C:2]#[C:3][CH2:4][CH2:5][CH2:6][CH2:7]/[CH:8]=[CH:9]\[CH2:10][CH2:11][CH2:12][CH2:13][CH3:14].N1C=CC=CC=1.P(Br)(Br)[Br:23]>CCOCC>[Br:23][CH2:1][C:2]#[C:3][CH2:4][CH2:5][CH2:6][CH2:7]/[CH:8]=[CH:9]\[CH2:10][CH2:11][CH2:12][CH2:13][CH3:14]. Procedure: By the procedure of example 14, 3.82 g (18.34 mmol) of (Z)-8-tetradecen-2-yn-1-ol, 72 g of dry pyridine, and 1.66 g (6.12 mmol) of phosphorus tribromide were reacted in 20 ml of ether under reflux for 2.0 h. It was worked up as described in example 14 to give 3.83 g of crude product. It was purified by evaporative distillation at 105° C.-120° C./0.25 mm to yield 3.64 g (73% by weight) of (Z)-1-bromo-8-tetradecen-2-yne as a colorless oil. Yields the product N1C=NC2=C1C=CC(=C2)CC(C(=O)N2CCC(CC2)C)NS(=O)(=O)C=2C=CC=C1CCCNC21 (N-[1-(1H-Benzimidazol-5-yl-methyl)-2-(4-methyl-piperidin-1-yl)-2-oxo-ethyl]-1,2,3,4-tetrahydroquinoline-8-sulphonamide). Starting materials: N1C=NC2=C1C=CC(=C2)CC(C(=O)N2CCC(CC2)C)NS(=O)(=O)C=2C=CC=C1C=CC=NC21 (N-[1-(1H-benzimidazol-5-yl-methyl)-2-(4-methyl-piperidin-1-yl)-2-oxo-ethyl]-quinoline-8-sulphonamide). Run in C(C)(=O)O (acetic acid). Reported procedure: Prepared from N-[1-(1H-benzimidazol-5-yl-methyl)-2-(4-methyl-piperidin-1-yl)-2-oxo-ethyl]-quinoline-8-sulphonamide by catalytic hydrogenation in the presence of palladium/charcoal in 50% acetic acid analogously to Example 1. As a reaction SMILES: [NH:1]1[C:5]2[CH:6]=[CH:7][C:8]([CH2:10][CH:11]([NH:21][S:22]([C:25]3[CH:26]=[CH:27][CH:28]=[C:29]4[C:34]=3[N:33]=[CH:32][CH:31]=[CH:30]4)(=[O:24])=[O:23])[C:12]([N:14]3[CH2:19][CH2:18][CH:17]([CH3:20])[CH2:16][CH2:15]3)=[O:13])=[CH:9][C:4]=2[N:3]=[CH:2]1>C(O)(=O)C.[Pd]>[NH:1]1[C:5]2[CH:6]=[CH:7][C:8]([CH2:10][CH:11]([NH:21][S:22]([C:25]3[CH:26]=[CH:27][CH:28]=[C:29]4[C:34]=3[NH:33][CH2:32][CH2:31][CH2:30]4)(=[O:24])=[O:23])[C:12]([N:14]3[CH2:19][CH2:18][CH:17]([CH3:20])[CH2:16][CH2:15]3)=[O:13])=[CH:9][C:4]=2[N:3]=[CH:2]1. The reagents and catalysts are [Pd] (palladium/charcoal). The reactants are NCCNCC1=NC=C(C(=N1)C1=C(C=C(C=C1)Cl)Cl)C=1NC=CN1 ((2-aminoethyl)[4-(2,4-dichlorophenyl)-5-imidazol-2-ylpyrimidin-2-yl]methylamine), ClC1=NC=C(C=C1)C#N (2-chloro-5-cyanopyridine). The product is ClC1=C(C=CC(=C1)Cl)C1=NC(=NC=C1C=1NC=CN1)N(CCNC1=NC=C(C=C1)C#N)C ([4-(2,4-dichlorophenyl)-5-imidazol-2-ylpyrimidin-2-yl]-methyl{2-[(5-cyano(2-pyridyl))amino]ethyl}amine). As a reaction SMILES: NCCNC[C:6]1[N:11]=[C:10]([C:12]2[CH:17]=[CH:16][C:15]([Cl:18])=[CH:14][C:13]=2[Cl:19])[C:9]([C:20]2[NH:21][CH:22]=[CH:23][N:24]=2)=[CH:8][N:7]=1.Cl[C:26]1[CH:31]=[CH:30][C:29]([C:32]#[N:33])=[CH:28][N:27]=1>>[Cl:19][C:13]1[CH:14]=[C:15]([Cl:18])[CH:16]=[CH:17][C:12]=1[C:10]1[C:9]([C:20]2[NH:21][CH:22]=[CH:23][N:24]=2)=[CH:8][N:7]=[C:6]([N:21]([CH3:20])[CH2:22][CH2:23][NH:24][C:26]2[CH:31]=[CH:30][C:29]([C:32]#[N:33])=[CH:28][N:27]=2)[N:11]=1. Procedure details: Using the procedure described above in Example 139, reaction of (2-aminoethyl)[4-(2,4-dichlorophenyl)-5-imidazol-2-ylpyrimidin-2-yl]methylamine and 2-chloro-5-cyanopyridine were reacted to afford [4-(2,4-dichlorophenyl)-5-imidazol-2-ylpyrimidin-2-yl]-methyl{2-[(5-cyano(2-pyridyl))amino]ethyl}amine. The reactants are CO, CCOC(=O)c1ncn2c1CN(C)C(=O)c1cc(F)ccc1-2, N#C[K]. Product: COC(=O)c1ncn2c1CN(C)C(=O)c1cc(F)ccc1-2. As a reaction SMILES: [CH3:26][OH:27].[F:1][c:2]1[cH:3][cH:4][c:5]2[c:6]([cH:22]1)[C:7](=[O:21])[N:8]([CH3:20])[CH2:9][c:10]1[n:11]-2[cH:12][n:13][c:14]1[C:15](=[O:16])[O:17][CH2:18][CH3:19].[K:23][C:24]#[N:25]>>[F:1][c:2]1[cH:3][cH:4][c:5]2[c:6]([cH:22]1)[C:7](=[O:21])[N:8]([CH3:20])[CH2:9][c:10]1[n:11]-2[cH:12][n:13][c:14]1[C:15](=[O:16])[O:17][CH3:18]. The reactants are O=C(O)CC(c1ccccc1)[Ge](Cl)(Cl)Cl, O=S(Cl)Cl. Yields the product O=C(Cl)CC(c1ccccc1)[Ge](Cl)(Cl)Cl. Reaction SMILES: [Cl:5][Ge:6]([CH:7]([CH2:8][C:9](=[O:10])[OH:11])[c:12]1[cH:13][cH:14][cH:15][cH:16][cH:17]1)([Cl:18])[Cl:19].[S:1]([Cl:2])([Cl:3])=[O:4]>>[Cl:3][C:9]([CH2:8][CH:7]([Ge:6]([Cl:5])([Cl:18])[Cl:19])[c:12]1[cH:13][cH:14][cH:15][cH:16][cH:17]1)=[O:10].